From a dataset of the Open Reaction Database (ORD), a public repository of structured organic reaction records. describe an organic reaction: reactants, conditions, products, and yield The reactants are ClC1=NC(=NC(=N1)OC)OC (2-chloro-4,6-dimethoxy-1,3,5-triazine), ice water, OC=1C=CC=C2C(OC(C12)=S)C (7-hydroxy-3-methyl-isobenzofuran-1(3H)-thione), [H-].[Na+] (sodium hydride), [H][H] (hydrogen). The solvent is CN(C=O)C (dimethylformamide). Reaction conditions: time 5 hour. Yields the product COC1=NC(=NC(=N1)OC)OC=1C=CC=C2C(OC(C12)=S)C (7-[(4,6-dimethoxy-1,3,5-triazin-2-yl)oxy]-3-methyl-isobenzofuran-1(3H)-thione). RXN SMILES: [OH:1][C:2]1[CH:3]=[CH:4][CH:5]=[C:6]2[C:10]=1[C:9](=[S:11])[O:8][CH:7]2[CH3:12].[H-].[Na+].[H][H].Cl[C:18]1[N:23]=[C:22]([O:24][CH3:25])[N:21]=[C:20]([O:26][CH3:27])[N:19]=1>CN(C)C=O>[CH3:27][O:26][C:20]1[N:21]=[C:22]([O:24][CH3:25])[N:23]=[C:18]([O:1][C:2]2[CH:3]=[CH:4][CH:5]=[C:6]3[C:10]=2[C:9](=[S:11])[O:8][CH:7]3[CH3:12])[N:19]=1 |f:1.2|. Procedure details: 1.0 g of 7-hydroxy-3-methyl-isobenzofuran-1(3H)-thione is introduced into a suspension of 0.15 g of sodium hydride in absolute dimethylformamide and, when the evolution of hydrogen has ceased, 1.0 g of 2-chloro-4,6-dimethoxy-1,3,5-triazine is added thereto. The reaction mixture is subsequently stirred at room temperature for 5 hours, ice-water is then added and the whole is extracted with ethyl acetate and washed with sodium chloride solution. The crude product, having been concentrated by evapo...